describe an organic reaction: reactants, conditions, products, and yield From a dataset of the Open Reaction Database (ORD), a public repository of structured organic reaction records. Reactants: NC=1C(=CC(=C(C1)N1C=C(C(C2=CC(=C(C=C12)F)[N+](=O)[O-])=O)C(=O)O)F)F (1-(5-Amino-2,4-difluorophenyl)-7-fluoro-6-nitro-4-oxo-1,4-dihydroquinoline-3-carboxylic acid), aqueous solution, CN (methylamine). Run in N1=CC=CC=C1 (pyridine). Conditions: time 3 hour. Product: NC=1C(=CC(=C(C1)N1C=C(C(C2=CC(=C(C=C12)NC)[N+](=O)[O-])=O)C(=O)O)F)F (1-(5-Amino-2,4-difluorophenyl)-7-methylamino-6-nitro-4-oxo-1,4-dihydroquinoline-3-carboxylic Acid). RXN SMILES: [NH2:1][C:2]1[C:3]([F:27])=[CH:4][C:5]([F:26])=[C:6]([N:8]2[C:17]3[C:12](=[CH:13][C:14]([N+:19]([O-:21])=[O:20])=[C:15](F)[CH:16]=3)[C:11](=[O:22])[C:10]([C:23]([OH:25])=[O:24])=[CH:9]2)[CH:7]=1.[CH3:28][NH2:29]>N1C=CC=CC=1>[NH2:1][C:2]1[C:3]([F:27])=[CH:4][C:5]([F:26])=[C:6]([N:8]2[C:17]3[C:12](=[CH:13][C:14]([N+:19]([O-:21])=[O:20])=[C:15]([NH:29][CH3:28])[CH:16]=3)[C:11](=[O:22])[C:10]([C:23]([OH:25])=[O:24])=[CH:9]2)[CH:7]=1. Reported procedure: 1-(5-Amino-2,4-difluorophenyl)-7-fluoro-6-nitro-4-oxo-1,4-dihydroquinoline-3-carboxylic acid (100 mg) was added to a mixed liquid of a 40% aqueous solution (120 mg) of methylamine and pyridine (3 ml), and the mixture was stirred at room temperature for 3 hours. The solvent was distilled off under reduced pressure. The residue was acidified with 3% citric acid, and solids formed were collected by filtration. The solids were washed with water, ethanol and hexane to obtain the title compound (70 mg...